This data is from the Open Reaction Database (ORD), a public repository of structured organic reaction records. The task is: describe an organic reaction: reactants, conditions, products, and yield Starting materials: O=C1CCC(CC1)C(=O)O (4-oxo-cyclohexanecarboxylic acid), Cl.ClC1=C(C=CC=C1)NN (2-chlorophenylhydrazine hydrochloride). Run in C(C)(=O)O (acetic acid). The product is ClC=1C=CC=C2C=3CC(CCC3NC12)C(=O)O (8-Chloro-2,3,4,9-tetrahydro-1H-carbazole-3-carboxylic acid). Isolated yield 83.1%. Reaction SMILES: O=[C:2]1[CH2:7][CH2:6][CH:5]([C:8]([OH:10])=[O:9])[CH2:4][CH2:3]1.Cl.[Cl:12][C:13]1[CH:18]=[CH:17][CH:16]=[CH:15][C:14]=1[NH:19]N>C(O)(=O)C>[Cl:12][C:13]1[CH:18]=[CH:17][CH:16]=[C:15]2[C:14]=1[NH:19][C:2]1[CH2:7][CH2:6][CH:5]([C:8]([OH:10])=[O:9])[CH2:4][C:3]2=1 |f:1.2|. Procedure details: A mixture of 4-oxo-cyclohexanecarboxylic acid (3.1 g, 21.7 mmol) and 2-chlorophenylhydrazine hydrochloride (4.0 g, 21.7 mmol) in glacial acetic acid (740 ml) is stirred at reflux for 3 h. The solvent is evaporated and water is added to the residue. The resulting precipitate is filtered off and dried under high vacuum to give the subtitle compound as a brownish solid (4.5 g) in 83% yield. tR (LC-5) 0.88 min; ESI-MS (positive ion): m/z 250.14 [M+H]+ (calcd 249.70 for C13H12NO2Cl). 1H-NMR (DMSO-d6)... The reactants are CCSC1=NC2(CC(c3ccccc3)Oc3ccc(Br)cc32)C(=O)N1CC, CCO, N. Product: CCN1C(=O)C2(CC(c3ccccc3)Oc3ccc(Br)cc32)N=C1N. RXN SMILES: [Br:1][c:2]1[cH:3][c:4]2[c:9]([cH:10][cH:11]1)[O:8][CH:7]([c:12]1[cH:13][cH:14][cH:15][cH:16][cH:17]1)[CH2:6][C:5]21[N:18]=[C:19]([S:25][CH2:26][CH3:27])[N:20]([CH2:23][CH3:24])[C:21]1=[O:22].[CH3:29][CH2:30][OH:31].[NH3:28]>>[Br:1][c:2]1[cH:3][c:4]2[c:9]([cH:10][cH:11]1)[O:8][CH:7]([c:12]1[cH:13][cH:14][cH:15][cH:16][cH:17]1)[CH2:6][C:5]21[N:18]=[C:19]([NH2:28])[N:20]([CH2:23][CH3:24])[C:21]1=[O:22]. Reactants: CCCCc1cc2ccccc2o1, COc1ccc(C(=O)O)cc1C, [Cl-], [Cl-], S=C=S. The product is CCCCc1oc2ccccc2c1C(=O)c1ccc(OC)c(C)c1. Reaction SMILES: [CH2:14]([CH2:15][CH2:16][CH3:17])[c:18]1[o:19][c:20]2[c:21]([cH:22]1)[cH:23][cH:24][cH:25][cH:26]2.[CH3:2][c:3]1[cH:4][c:5]([C:6](=[O:7])[OH:8])[cH:9][cH:10][c:11]1[O:12][CH3:13].[Cl-:1].[Cl-:27].[S:28]=[C:29]=[S:30]>>[CH3:2][c:3]1[cH:4][c:5]([C:6](=[O:8])[c:22]2[c:18]([CH2:14][CH2:15][CH2:16][CH3:17])[o:19][c:20]3[c:21]2[cH:23][cH:24][cH:25][cH:26]3)[cH:9][cH:10][c:11]1[O:12][CH3:13]. Reactants: C1(CC1)COC1=C(C=CC=C1)C=1C2=C(N=CN1)C(=CN2)C(=O)O (4-(2-cyclopropylmethoxy-phenyl)-5H-pyrrolo[3,2-d]pyrimidine-7-carboxylic acid), C(C)(C)(C)OC(N[C@@H]1CC[C@H](CC1)N)=O (trans-(4-amino-cyclohexyl)-carbamic acid tert-butyl ester). Yields the product C(C)(C)(C)OC(N[C@@H]1CC[C@H](CC1)NC(=O)C1=CNC2=C1N=CN=C2C2=C(C=CC=C2)OCC2CC2)=O (trans-(4-{[4-(2-Cyclopropylmethoxy-phenyl)-5H-pyrrolo[3,2-d]pyrimidine-7-carbonyl]-amino}-cyclohexyl)-carbamic acid tert-butyl ester). As a reaction SMILES: [CH:1]1([CH2:4][O:5][C:6]2[CH:11]=[CH:10][CH:9]=[CH:8][C:7]=2[C:12]2[C:13]3[NH:20][CH:19]=[C:18]([C:21]([OH:23])=O)[C:14]=3[N:15]=[CH:16][N:17]=2)[CH2:3][CH2:2]1.[C:24]([O:28][C:29](=[O:38])[NH:30][C@H:31]1[CH2:36][CH2:35][C@H:34]([NH2:37])[CH2:33][CH2:32]1)([CH3:27])([CH3:26])[CH3:25]>>[C:24]([O:28][C:29](=[O:38])[NH:30][C@H:31]1[CH2:32][CH2:33][C@H:34]([NH:37][C:21]([C:18]2[C:14]3[N:15]=[CH:16][N:17]=[C:12]([C:7]4[CH:8]=[CH:9][CH:10]=[CH:11][C:6]=4[O:5][CH2:4][CH:1]4[CH2:2][CH2:3]4)[C:13]=3[NH:20][CH:19]=2)=[O:23])[CH2:35][CH2:36]1)([CH3:27])([CH3:25])[CH3:26]. Procedure details: Starting from 4-(2-cyclopropylmethoxy-phenyl)-5H-pyrrolo[3,2-d]pyrimidine-7-carboxylic acid (example A78) and trans-(4-amino-cyclohexyl)-carbamic acid tert-butyl ester the title compound is obtained as colorless solid.